Dataset: the Open Reaction Database (ORD), a public repository of structured organic reaction records. Task: describe an organic reaction: reactants, conditions, products, and yield Starting materials: CO, Cl, C=CC(NS(=O)C(C)(C)C)C1CCC2(CC1)OCCO2. Product: C=CC(N)C1CCC2(CC1)OCCO2. As a reaction SMILES: [CH3:22][OH:23].[ClH:21].[O:1]1[CH2:2][CH2:3][O:4][C:5]12[CH2:6][CH2:7][CH:8]([CH:11]([CH:12]=[CH2:13])[NH:14][S:15]([C:16]([CH3:17])([CH3:18])[CH3:19])=[O:20])[CH2:9][CH2:10]2>>[O:1]1[CH2:2][CH2:3][O:4][C:5]12[CH2:6][CH2:7][CH:8]([CH:11]([CH:12]=[CH2:13])[NH2:14])[CH2:9][CH2:10]2. Starting materials: O=C[C@H](O)[C@@H](O)[C@H](O)[C@H](O)CO (glucose), C(CCCCCCC)N (octylamine). Yields the product C(CCCCCCC)NC1[C@H](O)[C@@H](O)[C@H](O)[C@H](O1)CO (N-octylglucosylamine). As a reaction SMILES: O=[CH:2][C@@H:3]([C@H:5]([C@@H:7]([C@@H:9]([CH2:11][OH:12])[OH:10])[OH:8])[OH:6])[OH:4].[CH2:13]([NH2:21])[CH2:14][CH2:15][CH2:16][CH2:17][CH2:18][CH2:19][CH3:20]>>[CH2:13]([NH:21][CH:2]1[O:10][C@H:9]([CH2:11][OH:12])[C@@H:7]([OH:8])[C@H:5]([OH:6])[C@H:3]1[OH:4])[CH2:14][CH2:15][CH2:16][CH2:17][CH2:18][CH2:19][CH3:20]. Reported procedure: The process was carried out in essentially the same manner as in Example 1, but using 9 g of glucose and 13.2 g of octylamine. The reactants are CN(c1cccc2cc(C3=NCC(CC(=O)O)S3)[nH]c12)S(=O)(=O)c1cccs1, CCN=C=NCCCN(C)C, CC#N, Cl, NCCO, C1CCOC1, On1nnc2ccccc21. Yields the product CN(c1cccc2cc(C3=NCC(CC(=O)NCCO)S3)[nH]c12)S(=O)(=O)c1cccs1. Reaction SMILES: [CH3:1][N:2]([c:3]1[cH:4][cH:5][cH:6][c:7]2[cH:8][c:9]([C:12]3=[N:16][CH2:15][CH:14]([CH2:17][C:18](=[O:19])[OH:20])[S:13]3)[nH:10][c:11]12)[S:21](=[O:22])(=[O:23])[c:24]1[s:25][cH:26][cH:27][cH:28]1.[CH3:40][N:41]([CH3:42])[CH2:43][CH2:44][CH2:45][N:46]=[C:47]=[N:48][CH2:49][CH3:50].[CH3:60][C:61]#[N:62].[ClH:39].[NH2:51][CH2:52][CH2:53][OH:54].[O:55]1[CH2:56][CH2:57][CH2:58][CH2:59]1.[n:29]1([OH:30])[c:31]2[cH:32][cH:33][cH:34][cH:35][c:36]2[n:37][n:38]1>>[CH3:1][N:2]([c:3]1[cH:4][cH:5][cH:6][c:7]2[cH:8][c:9]([C:12]3=[N:16][CH2:15][CH:14]([CH2:17][C:18](=[O:20])[NH:51][CH2:52][CH2:53][OH:54])[S:13]3)[nH:10][c:11]12)[S:21](=[O:22])(=[O:23])[c:24]1[s:25][cH:26][cH:27][cH:28]1. Starting materials: ClCC(C)=O (chloroacetone), solution, S(=O)(=O)(O)[O-].[Na+] (sodium hydrogensulphate), C(C)(C)(C)OC(N[C@@H](CC1=CC=C(C=C1)O)C(N)=O)=O ([(S)-1-carbamoyl-2-(4-hydroxyphenyl)ethyl]-carbamic acid tert-butyl ester), C([O-])([O-])=O.[K+].[K+] (potassium carbonate). The reagents and catalysts are [I-].C(CCC)[N+](CCCC)(CCCC)CCCC (tetrabutylammonium iodide). Solvent: O (water), CN(C=O)C (N,N-dimethylformamide), C(C)(=O)OCC (Ethyl acetate). Run at temperature 90 celsius. The product is C(C)(C)(C)OC(N[C@@H](CC1=CC=C(C=C1)OCC(C)=O)C(N)=O)=O ({(S)-1-carbamoyl-2-[4-(2-oxopropoxy)phenyl]ethyl}carbamic acid tert-butyl ester). The yield is 73.6%. RXN SMILES: [C:1]([O:5][C:6](=[O:20])[NH:7][C@H:8]([C:17](=[O:19])[NH2:18])[CH2:9][C:10]1[CH:15]=[CH:14][C:13]([OH:16])=[CH:12][CH:11]=1)([CH3:4])([CH3:3])[CH3:2].C(=O)([O-])[O-].[K+].[K+].Cl[CH2:28][C:29](=[O:31])[CH3:30].S([O-])(O)(=O)=O.[Na+]>CN(C)C=O.[I-].C([N+](CCCC)(CCCC)CCCC)CCC.O.C(OCC)(=O)C>[C:1]([O:5][C:6](=[O:20])[NH:7][C@H:8]([C:17](=[O:19])[NH2:18])[CH2:9][C:10]1[CH:11]=[CH:12][C:13]([O:16][CH2:28][C:29](=[O:31])[CH3:30])=[CH:14][CH:15]=1)([CH3:4])([CH3:2])[CH3:3] |f:1.2.3,5.6,8.9|. Reported procedure: To a mixture of [(S)-1-carbamoyl-2-(4-hydroxyphenyl)ethyl]-carbamic acid tert-butyl ester (3.00 g, 10.7 mmol) and potassium carbonate (7.40 g, 53.5 mmol) in N,N-dimethylformamide (50 ml) were added subsequently chloroacetone (1.02 ml, 12.8 mmol) and tetrabutylammonium iodide (197 mg, 0.54 mmol). The reaction mixture was heated to 90° C. for 16 h and cooled to room temperature. It was diluted with water (100 ml) and acidified with a 10% solution of sodium hydrogensulphate to pH 2. Ethyl acetate (... Reactants: CC(C)(C)OC(=O)NCCOc1ccon1, Cl, C1COCCO1. Yields the product Cl, NCCOc1ccon1. As a reaction SMILES: [C:2]([O:3][C:4](=[O:5])[NH:9][CH2:10][CH2:11][O:12][c:13]1[n:14][o:15][cH:16][cH:17]1)([CH3:6])([CH3:7])[CH3:8].[ClH:1].[O:18]1[CH2:19][CH2:20][O:21][CH2:22][CH2:23]1>>[ClH:1].[NH2:9][CH2:10][CH2:11][O:12][c:13]1[n:14][o:15][cH:16][cH:17]1.